This data is from the Open Reaction Database (ORD), a public repository of structured organic reaction records. The task is: describe an organic reaction: reactants, conditions, products, and yield The reactants are C(C)C(CNC(C)(C)C)(CC)N (1,1-diethyl-2-t-butylaminoethylamin), C(Cl)(Cl)Cl (chloroform), CC(=O)CC (methylethylketon), [OH-].[Na+] (NaOH). Product: C(C)(C)(C)N1C(C(NC(C1)(CC)CC)(C)CC)=O (1-t-Butyl-3,5,5-triethyl-3-methyl-piperazin-2-on). Yield: 64.0%. Reaction SMILES: [CH2:1]([C:3]([NH2:12])([CH2:10][CH3:11])[CH2:4][NH:5][C:6]([CH3:9])([CH3:8])[CH3:7])[CH3:2].[CH3:13][C:14]([CH2:16][CH3:17])=O.[OH-:18].[Na+].[CH:20](Cl)(Cl)Cl>>[C:6]([N:5]1[CH2:4][C:3]([CH2:10][CH3:11])([CH2:1][CH3:2])[NH:12][C:14]([CH2:16][CH3:17])([CH3:20])[C:13]1=[O:18])([CH3:7])([CH3:9])[CH3:8] |f:2.3|. Procedure details: In analogy to Example B21, 1,1-diethyl-2-t-butylaminoethylamin, methylethylketon, chloroform and NaOH are reacted to give the title compound (64%) as an yellow oil. The reactants are CCN(C(C)C)C(C)C, O=CCCc1cc(-c2ccc(F)cc2)n(-c2ccccc2)n1, Fc1ccccc1N1CCNCC1. The product is Fc1ccc(-c2cc(CCCN3CCN(c4ccccc4F)CC3)nn2-c2ccccc2)cc1. RXN SMILES: [CH:36]([N:37]([CH2:38][CH3:39])[CH:40]([CH3:41])[CH3:42])([CH3:43])[CH3:44].[F:1][c:2]1[cH:3][cH:4][c:5](-[c:8]2[cH:9][c:10]([CH2:19][CH2:20][CH:21]=[O:22])[n:11][n:12]2-[c:13]2[cH:14][cH:15][cH:16][cH:17][cH:18]2)[cH:6][cH:7]1.[F:23][c:24]1[c:25]([N:30]2[CH2:31][CH2:32][NH:33][CH2:34][CH2:35]2)[cH:26][cH:27][cH:28][cH:29]1>>[F:1][c:2]1[cH:3][cH:4][c:5](-[c:8]2[cH:9][c:10]([CH2:19][CH2:20][CH2:21][N:33]3[CH2:32][CH2:31][N:30]([c:25]4[c:24]([F:23])[cH:29][cH:28][cH:27][cH:26]4)[CH2:35][CH2:34]3)[n:11][n:12]2-[c:13]2[cH:14][cH:15][cH:16][cH:17][cH:18]2)[cH:6][cH:7]1. Reactants: C(C=C)ON[C@H]1CN[C@@H](C=C1C)CO[Si](C)(C)C(C)(C)C (O-allyl-N-((3R,6S)-6-((tert-butyldimethylsilyloxy)methyl)-4-methyl-1,2,3,6-tetrahydropyridin-3-yl)hydroxylamine), C(C=C)ON(S(=O)(=O)C1=C(C=CC=C1)[N+](=O)[O-])[C@@H]1C=C([C@H](NC1)C(=O)N)C1CC1 ((2S,5R)-5-(N-(allyloxy)-2-nitrophenylsulfonamido)-3-cyclopropyl-1,2,5,6-tetrahydropyridine-2-carboxamide), C(C=C)ON(S(=O)(=O)C1=C(C=CC=C1)[N+](=O)[O-])[C@@H]1C=C([C@H](NC1)C(=O)N)C1CC1 ((2S,5R)-5-(N-(allyloxy)-2-nitrophenylsulfonamido)-3-cyclopropyl-1,2,5,6-tetrahydropyridine-2-carboxamide). The product is C(C=C)ONC1C=C([C@@H](NC1)C(=O)N)C1CC1 ((R)-5-(allyloxyamino)-3-cyclopropyl-1,2,5,6-tetrahydropyridine-2-carboxamide), oil. The yield is 59.0%. RXN SMILES: [CH2:1]([O:4][N:5]([C@H:18]1[CH2:23][NH:22][C@H:21]([C:24]([NH2:26])=[O:25])[C:20]([CH:27]2[CH2:29][CH2:28]2)=[CH:19]1)S(C1C=CC=CC=1[N+]([O-])=O)(=O)=O)[CH:2]=[CH2:3].C(ON[C@@H]1C(C)=C[C@@H](CO[Si](C(C)(C)C)(C)C)NC1)C=C>>[CH2:1]([O:4][NH:5][CH:18]1[CH2:23][NH:22][C@@H:21]([C:24]([NH2:26])=[O:25])[C:20]([CH:27]2[CH2:28][CH2:29]2)=[CH:19]1)[CH:2]=[CH2:3]. Reported procedure: The title compound was prepared from (2S,5R)-5-(N-(allyloxy)-2-nitrophenylsulfonamido)-3-cyclopropyl-1,2,5,6-tetrahydropyridine-2-carboxamide (Intermediate 243, 0.518 g, 1.23 mmol) following the procedure described for Intermediate 12. The desired product was obtained as a light yellow oil (0.171 g, 59%). The product is a mixture of diastereomers. Starting materials: C=CC[n+]1cccc2ccc(C#N)cc21, [I-], [K+], [K], N#C[Fe-3](C#N)(C#N)(C#N)(C#N)C#N, C1COCCO1, [OH-], O, O. Product: C=CCn1c(=O)ccc2ccc(C#N)cc21. RXN SMILES: [C:2](#[N:3])[c:4]1[cH:5][cH:6][c:7]2[cH:8][cH:9][cH:10][n+:11]([CH2:14][CH:15]=[CH2:16])[c:12]2[cH:13]1.[I-:1].[K+:18].[K:27].[N:28]#[C:29][Fe-3:30]([C:31]#[N:32])([C:33]#[N:34])([C:35]#[N:36])([C:37]#[N:38])[C:39]#[N:40].[O:21]1[CH2:22][CH2:23][O:24][CH2:25][CH2:26]1.[OH-:17].[OH2:19].[OH2:20]>>[C:2](#[N:3])[c:4]1[cH:5][cH:6][c:7]2[cH:8][cH:9][c:10](=[O:17])[n:11]([CH2:14][CH:15]=[CH2:16])[c:12]2[cH:13]1.